Dataset: the Open Reaction Database (ORD), a public repository of structured organic reaction records. Task: describe an organic reaction: reactants, conditions, products, and yield Starting materials: ClC(=O)N1C=2C(C(NC3=C1C=CC=C3)=O)=CSC2C (4-(chlorocarbonyl)-4,9-dihydro-3-methyl-10H-thieno[3,4-b][1,5]benzodiazepin-10-one), N1(CCCCC1)CCCC1CCN(CC1)CCN (2-[4-[3-(piperidin-l-yl)propyl]-piperidin-l-yl]ethanamine). Yields the product CC=1SC=C2C1N(C1=C(NC2=O)C=CC=C1)C(=O)NCCN1CCC(CC1)CCCN1CCCCC1 (4,9-Dihydro-3-methyl-4-[[[2-[4-[3-(piperidin-l-yl)propyl]-piperidin-l-yl]ethyl]amino]carbonyl]-10H-thieno[3,4-b][1,5]benzodiazepin-10-one). The yield is 9.0%. Reaction SMILES: Cl[C:2]([N:4]1[C:10]2[CH:11]=[CH:12][CH:13]=[CH:14][C:9]=2[NH:8][C:7](=[O:15])[C:6]2=[CH:16][S:17][C:18]([CH3:19])=[C:5]12)=[O:3].[N:20]1([CH2:26][CH2:27][CH2:28][CH:29]2[CH2:34][CH2:33][N:32]([CH2:35][CH2:36][NH2:37])[CH2:31][CH2:30]2)[CH2:25][CH2:24][CH2:23][CH2:22][CH2:21]1>>[CH3:19][C:18]1[S:17][CH:16]=[C:6]2[C:7](=[O:15])[NH:8][C:9]3[CH:14]=[CH:13][CH:12]=[CH:11][C:10]=3[N:4]([C:2]([NH:37][CH2:36][CH2:35][N:32]3[CH2:31][CH2:30][CH:29]([CH2:28][CH2:27][CH2:26][N:20]4[CH2:21][CH2:22][CH2:23][CH2:24][CH2:25]4)[CH2:34][CH2:33]3)=[O:3])[C:5]=12. Reported procedure: Prepared analogously to Example 1 from 4-(chlorocarbonyl)-4,9-dihydro-3-methyl-10H-thieno[3,4-b][1,5]benzodiazepin-10-one and 2-[4-[3-(piperidin-l-yl)propyl]-piperidin-l-yl]ethanamine in a yield of 9% of theory. Colourless crystals, m.p. 170°-171° C. The reactants are CC(CCNCC=1C=CC2=C(CCC3=C(O2)C=CC(=C3)C(=O)N)C1)C (8-[(3-Methyl-butylamino)-methyl]-10,11-dihydro-dibenzo[b,f]oxepine-2-carboxilic acid amide), C1(CC1)C=O (cyclopropanecarboxaldehyde), aldehyde, [BH3-]C#N.[Na+] (NaBH3CN). Solvent: CO.CC(=O)O (MeOH AcOH). Run at time 8 hour. Yields the product C1(CC1)CN(CCC(C)C)CC=1C=CC2=C(CCC3=C(O2)C=CC(=C3)C(=O)N)C1 (8-{[Cyclopropylmethyl-(3-methyl-butyl)-amino]-methyl}-10,11-dihydro-dibenzo[b,f]oxepine-2-carboxylic acid amide). The yield is 62.3%. As a reaction SMILES: [CH3:1][CH:2]([CH3:25])[CH2:3][CH2:4][NH:5][CH2:6][C:7]1[CH:8]=[CH:9][C:10]2[O:16][C:15]3[CH:17]=[CH:18][C:19]([C:21]([NH2:23])=[O:22])=[CH:20][C:14]=3[CH2:13][CH2:12][C:11]=2[CH:24]=1.[CH:26]1([CH:29]=O)[CH2:28][CH2:27]1.[BH3-]C#N.[Na+]>CO.CC(O)=O>[CH:26]1([CH2:29][N:5]([CH2:6][C:7]2[CH:8]=[CH:9][C:10]3[O:16][C:15]4[CH:17]=[CH:18][C:19]([C:21]([NH2:23])=[O:22])=[CH:20][C:14]=4[CH2:13][CH2:12][C:11]=3[CH:24]=2)[CH2:4][CH2:3][CH:2]([CH3:25])[CH3:1])[CH2:28][CH2:27]1 |f:2.3,4.5|. Procedure: To a solution of amine of example 1 (30 mg, 0.09 mmol) in MeOH-AcOH 5% (0.5 mL) add cyclopropanecarboxaldehyde (0.18 mmol). Stir the mixture at room temperature overnight. Add NaBH3CN and stir the mixture at room temperature for about two hours. Add more aldehyde (1.5 mmol) and stir overnight. Purify by SCX ion-exchange chromatography to obtain the title compound (22 mg). 1H-NMR (CD3OD, 300 MHz): 7.72-7.69 (m, 2H), 7.21-7.09 (m, 4H), 3.64 (s, 2H), 3.14 (bs, 4H), 2.61-2.56 (m, 2H), 2.37 (d, 2H, J... The reactants are 24.7, C(CCC)C=1OC(=NN1)C1=CC=C(C=C1)[N+](=O)[O-] (2-butyl-5-(p-nitrophenyl)-1,3,4-oxadiazole). The reagents and catalysts are [Ni] (Raney nickel). Solvent: C(C)(=O)O (acetic acid). Yields the product C(CCC)C=1OC(=NN1)C1=CC=C(C=C1)N (2-butyl-5-(p-aminophenyl)-1,3,4-oxadiazole). Isolated yield 74.0%. As a reaction SMILES: [CH2:1]([C:5]1[O:6][C:7]([C:10]2[CH:15]=[CH:14][C:13]([N+:16]([O-])=O)=[CH:12][CH:11]=2)=[N:8][N:9]=1)[CH2:2][CH2:3][CH3:4]>[Ni].C(O)(=O)C>[CH2:1]([C:5]1[O:6][C:7]([C:10]2[CH:11]=[CH:12][C:13]([NH2:16])=[CH:14][CH:15]=2)=[N:8][N:9]=1)[CH2:2][CH2:3][CH3:4]. Procedure details: A mixture of 24.7 parts of 2-butyl-5-(p-nitrophenyl)-1,3,4-oxadiazole, 2.5 parts of an aqueous Raney nickel suspension and 250 parts of glacial acetic acid is hydrogenated at room temperature, while shaking. When the absorption of hydrogen is complete, 2.5 parts of active carbon are added, the mixture is filtered, the filtrate is poured into saturated aqueous sodium chloride solution, and the resulting precipitate is filtered off under suction, washed with water and dried. 16 parts (74% of theor... Reactants: [BH4-], CC(C)(C)OC(=O)N1CCCC2(C1)C(=O)N=CN2c1ccccc1, CO, [Na+]. Yields the product CC(C)(C)OC(=O)N1CCCC2(C1)C(=O)NCN2c1ccccc1. RXN SMILES: [BH4-:25].[C:1]([CH3:2])([CH3:3])([CH3:4])[O:5][C:6](=[O:7])[N:8]1[CH2:9][C:10]2([C:11](=[O:21])[N:12]=[CH:13][N:14]2[c:15]2[cH:16][cH:17][cH:18][cH:19][cH:20]2)[CH2:22][CH2:23][CH2:24]1.[CH3:27][OH:28].[Na+:26]>>[C:1]([CH3:2])([CH3:3])([CH3:4])[O:5][C:6](=[O:7])[N:8]1[CH2:9][C:10]2([C:11](=[O:21])[NH:12][CH2:13][N:14]2[c:15]2[cH:16][cH:17][cH:18][cH:19][cH:20]2)[CH2:22][CH2:23][CH2:24]1. Reactants: Cc1c(N2CCN(Cc3ccccc3)C(C)C2)c(F)cc2c(=O)c(C(=O)O)cn(C3CC3)c12, CC(=O)O. Product: Cc1c(N2CCNC(C)C2)c(F)cc2c(=O)c(C(=O)O)cn(C3CC3)c12. Reaction SMILES: [CH2:1]([c:2]1[cH:3][cH:4][cH:5][cH:6][cH:7]1)[N:8]1[CH:9]([CH3:33])[CH2:10][N:11]([c:14]2[c:15]([F:32])[cH:16][c:17]3[c:18](=[O:31])[c:19]([C:28](=[O:29])[OH:30])[cH:20][n:21]([CH:25]4[CH2:26][CH2:27]4)[c:22]3[c:23]2[CH3:24])[CH2:12][CH2:13]1.[CH3:34][C:35](=[O:36])[OH:37]>>[NH:8]1[CH:9]([CH3:33])[CH2:10][N:11]([c:14]2[c:15]([F:32])[cH:16][c:17]3[c:18](=[O:31])[c:19]([C:28](=[O:29])[OH:30])[cH:20][n:21]([CH:25]4[CH2:26][CH2:27]4)[c:22]3[c:23]2[CH3:24])[CH2:12][CH2:13]1. Reactants: CCOC(=O)c1cc2c3c(ncn3C)c(N(Cc3ccc(OC)cc3OC)C(=O)OC(C)(C)C)nc2n1CC, CCO, [Na+], [OH-]. The product is CCn1c(C(=O)O)cc2c3c(ncn3C)c(N(Cc3ccc(OC)cc3OC)C(=O)OC(C)(C)C)nc21. Reaction SMILES: [C:1]([CH3:2])([CH3:3])([CH3:4])[O:5][C:6](=[O:7])[N:8]([c:9]1[c:10]2[c:11]([c:12]3[c:13]([n:14]1)[n:15]([CH2:23][CH3:24])[c:16]([C:18](=[O:19])[O:20][CH2:21][CH3:22])[cH:17]3)[n:25]([CH3:28])[cH:26][n:27]2)[CH2:29][c:30]1[c:31]([O:38][CH3:39])[cH:32][c:33]([O:36][CH3:37])[cH:34][cH:35]1.[CH3:42][CH2:43][OH:44].[Na+:41].[OH-:40]>>[C:1]([CH3:2])([CH3:3])([CH3:4])[O:5][C:6](=[O:7])[N:8]([c:9]1[c:10]2[c:11]([c:12]3[c:13]([n:14]1)[n:15]([CH2:23][CH3:24])[c:16]([C:18](=[O:19])[OH:20])[cH:17]3)[n:25]([CH3:28])[cH:26][n:27]2)[CH2:29][c:30]1[c:31]([O:38][CH3:39])[cH:32][c:33]([O:36][CH3:37])[cH:34][cH:35]1. Product: ClC=1C(=C2N=C(C(=NC2=CC1Cl)OC)OC)C#CC1=CC=CC=C1 (6,7-dichloro-2,3-dimethoxy-5-(2-phenylethynyl)quinoxaline). RXN SMILES: [Cl:1][C:2]1[C:3](I)=[C:4]2[C:9](=[CH:10][C:11]=1[Cl:12])[N:8]=[C:7]([O:13][CH3:14])[C:6]([O:15][CH3:16])=[N:5]2.[C:18]1([C:24]#[CH:25])[CH:23]=[CH:22][CH:21]=[CH:20][CH:19]=1>C(N(CC)CC)C.Cl[Pd](Cl)([P](C1C=CC=CC=1)(C1C=CC=CC=1)C1C=CC=CC=1)[P](C1C=CC=CC=1)(C1C=CC=CC=1)C1C=CC=CC=1.[Cu]I>[Cl:1][C:2]1[C:3]([C:25]#[C:24][C:18]2[CH:23]=[CH:22][CH:21]=[CH:20][CH:19]=2)=[C:4]2[C:9](=[CH:10][C:11]=1[Cl:12])[N:8]=[C:7]([O:13][CH3:14])[C:6]([O:15][CH3:16])=[N:5]2 |^1:35,54|. Solvent: C(C)N(CC)CC (triethylamine). The reagents and catalysts are Cl[Pd]([P](C1=CC=CC=C1)(C2=CC=CC=C2)C3=CC=CC=C3)([P](C4=CC=CC=C4)(C5=CC=CC=C5)C6=CC=CC=C6)Cl (bis(triphenylphosphine)palladium(II) chloride), [Cu]I (copper(I) iodide). Procedure: A mixture of 6,7-dichloro-2,3-dimethoxy-5-iodoquinoxaline (Preparation 108, 5.0 g, 13 mmol), phenylacetylene (3.98 g, 39 mmol), bis(triphenylphosphine)palladium(II) chloride (0.913 g, 1.3 mmol) and copper(I) iodide (0.248 g, 1.3 mmol) in triethylamine (100 mL) was heated under reflux for 4 hours. After being cooled, the mixture was concentrated under reduced pressure and the residue partitioned between dichloromethane (200 mL) and brine (200 mL). The phases were separated and the aqueous phase e... Reactants: ClC=1C(=C2N=C(C(=NC2=CC1Cl)OC)OC)I (6,7-dichloro-2,3-dimethoxy-5-iodoquinoxaline), C1(=CC=CC=C1)C#C (phenylacetylene). Yield: 77.1%.